Dataset: the Open Reaction Database (ORD), a public repository of structured organic reaction records. Task: describe an organic reaction: reactants, conditions, products, and yield The reactants are C(C)(=O)NC1=CC=C(C=C1)C=1C=CC2=C(CC(O2)C(=O)OCC)C1 (ethyl 5-(4-(acetylamino)phenyl)-2,3-dihydro-2-benzofurancarboxylate), C(C=C)N (2-propenylamine). Solvent: C(C)O (ethanol). Run at time 3 hour. Yields the product C(C)(=O)NC1=CC=C(C=C1)C=1C=CC2=C(CC(O2)C(=O)NCC=C)C1 (5-(4-(Acetylamino)phenyl)-2,3-dihydro-N-(2-propenyl)-2-benzofurancarboxamide). As a reaction SMILES: [C:1]([NH:4][C:5]1[CH:10]=[CH:9][C:8]([C:11]2[CH:12]=[CH:13][C:14]3[O:18][CH:17]([C:19](OCC)=[O:20])[CH2:16][C:15]=3[CH:24]=2)=[CH:7][CH:6]=1)(=[O:3])[CH3:2].[CH2:25]([NH2:28])[CH:26]=[CH2:27]>C(O)C>[C:1]([NH:4][C:5]1[CH:6]=[CH:7][C:8]([C:11]2[CH:12]=[CH:13][C:14]3[O:18][CH:17]([C:19]([NH:28][CH2:25][CH:26]=[CH2:27])=[O:20])[CH2:16][C:15]=3[CH:24]=2)=[CH:9][CH:10]=1)(=[O:3])[CH3:2]. Reported procedure: 20 ml of ethanol was added to a mixture of 1.6 g of 7D and 20 ml of 2-propenylamine. The mixture was stirred for 3 hours at room temperature. The solid which formed was collected, washed with ethanol, then ether and dried under reduced pressure to give 7, mp: 244°-247° C.